From a dataset of the Open Reaction Database (ORD), a public repository of structured organic reaction records. describe an organic reaction: reactants, conditions, products, and yield Reactants: CC(=O)O, CCC1C(=O)N(C)c2cnc(-n3cnc(C(=O)OC)c3)nc2N1C1CCCC1, Cl. Product: CCC1C(=O)N(C)c2cnc(-n3cnc(C(=O)O)c3)nc2N1C1CCCC1. As a reaction SMILES: [CH3:29][C:30](=[O:31])[OH:32].[CH:1]1([N:6]2[CH:7]([CH2:27][CH3:28])[C:8](=[O:26])[N:9]([CH3:25])[c:10]3[cH:11][n:12][c:13](-[n:16]4[cH:17][n:18][c:19]([C:21](=[O:22])[O:23][CH3:24])[cH:20]4)[n:14][c:15]32)[CH2:2][CH2:3][CH2:4][CH2:5]1.[ClH:33]>>[CH:1]1([N:6]2[CH:7]([CH2:27][CH3:28])[C:8](=[O:26])[N:9]([CH3:25])[c:10]3[cH:11][n:12][c:13](-[n:16]4[cH:17][n:18][c:19]([C:21](=[O:22])[OH:23])[cH:20]4)[n:14][c:15]32)[CH2:2][CH2:3][CH2:4][CH2:5]1. Starting materials: CC(C)(C)C(NC(=O)OCc1ccccc1)C(=O)O, O=C(n1ccnc1)n1ccnc1, CC(=O)OC(C)(C)C, [Li]CCCC, C1CCOC1, CC(C)NC(C)C, c1c[nH]cn1. The product is CC(C)(C)OC(=O)CC(=O)C(NC(=O)OCc1ccccc1)C(C)(C)C. As a reaction SMILES: [C:1](=[O:2])([O:3][CH2:4][c:5]1[cH:6][cH:7][cH:8][cH:9][cH:10]1)[NH:11][CH:12]([C:13]([CH3:14])([CH3:15])[CH3:16])[C:17](=[O:18])[OH:19].[C:20]([n:21]1[cH:22][cH:23][n:24][cH:25]1)([n:26]1[cH:27][cH:28][n:29][cH:30]1)=[O:31].[C:44]([CH3:45])(=[O:46])[O:47][C:48]([CH3:49])([CH3:50])[CH3:51].[CH2:32]([Li:33])[CH2:34][CH2:35][CH3:36].[CH2:57]1[O:58][CH2:59][CH2:60][CH2:61]1.[CH:37]([NH:38][CH:39]([CH3:40])[CH3:41])([CH3:42])[CH3:43].[nH:52]1[cH:53][cH:54][n:55][cH:56]1>>[C:1](=[O:2])([O:3][CH2:4][c:5]1[cH:6][cH:7][cH:8][cH:9][cH:10]1)[NH:11][CH:12]([C:13]([CH3:14])([CH3:15])[CH3:16])[C:17](=[O:19])[CH2:45][C:44](=[O:46])[O:47][C:48]([CH3:49])([CH3:50])[CH3:51]. Starting materials: ClC1=CC(=C(C=C1Cl)CN)[N+](=O)[O-] ((4,5-dichloro-2-nitrophenyl)methylamine), C(C)(=O)O (acetic acid), Cl (HCl), O (Water), N (ammonia). Reagents/catalysts: [Zn] (zinc). Solvent: CCOCC (ether), C(C)(=O)OCC (ethyl acetate). Run at temperature 20 celsius. Yields the product ClC=1C=C(C(=CC1Cl)NC)N (4,5-Dichloro-N-methylbenzene-1,2-diamine), Cl (hydrochloride). Reaction SMILES: [Cl:1][C:2]1[C:7]([Cl:8])=[CH:6][C:5](CN)=[C:4]([N+:11]([O-])=O)[CH:3]=1.O.[NH3:15].[ClH:16].[C:17](O)(=O)C>CCOCC.[Zn].C(OCC)(=O)C>[Cl:16][C:6]1[CH:5]=[C:4]([NH2:11])[C:3]([NH:15][CH3:17])=[CH:2][C:7]=1[Cl:8].[ClH:1]. Procedure details: A solution of (4,5-dichloro-2-nitrophenyl)methylamine (500 mg) in acetic acid (7.5 ml) is treated portionwise with zinc powder (740 mg). The reaction medium is stirred at ambient temperature (20° C.) until complete reduction. Water (13 ml) and 28% ammonia are added to pH 7, and then the reaction medium is depleted using ethyl acetate (3×50). The organic extracts are combined, dried over magnesium sulphate, filtered and evaporated under reduced pressure. The oil obtained is taken up in ether (50 ... Starting materials: COC(=O)C=1[C@H]2CC[C@@H](CC1OS(=O)(=O)C(F)(F)F)N2C ((rac.)-(1R*,5S*)-8-methyl-3-trifluoromethanesulfonyloxy-8-aza-bicyclo[3.2.1]oct-2-ene-2-carboxylic acid methyl ester), CCOC(=O)C (EtOAc), BrC1=CC=C(OCCOC2=C(C=C(C=C2Cl)C)Cl)C=C1 (1-[2-(4-Bromo-phenoxy)-ethoxy]-2,6-dichloro-4-methyl-benzene), [Li]CCCC (BuLi). Reagents/catalysts: C=1C=CC(=CC1)[P](C=2C=CC=CC2)(C=3C=CC=CC3)[Pd]([P](C=4C=CC=CC4)(C=5C=CC=CC5)C=6C=CC=CC6)([P](C=7C=CC=CC7)(C=8C=CC=CC8)C=9C=CC=CC9)[P](C=1C=CC=CC1)(C=1C=CC=CC1)C=1C=CC=CC1 (Pd(PPh3)4), [Cl-].[Cl-].[Zn+2] (ZnCl2). The solvent is C1CCOC1 (THF), C1CCOC1 (THF). Reaction conditions: temperature -78 celsius, time 1 hour. Product: COC(=O)C=1[C@H]2CC[C@@H](CC1C1=CC=C(C=C1)OCCOC1=C(C=C(C=C1Cl)C)Cl)N2C ((rac.)-(1R*,5S*)-3-{4-[2-(2,6-Dichloro-4-methyl-phenoxy)-ethoxy]-phenyl}-8-methyl-8-aza-bicyclo[3.2.1]oct-2-ene-2-carboxylic Acid Methyl Ester). The yield is 86.5%. RXN SMILES: Br[C:2]1[CH:20]=[CH:19][C:5]([O:6][CH2:7][CH2:8][O:9][C:10]2[C:15]([Cl:16])=[CH:14][C:13]([CH3:17])=[CH:12][C:11]=2[Cl:18])=[CH:4][CH:3]=1.[Li]CCCC.[CH3:26][O:27][C:28]([C:30]1[C@@H:31]2[N:45]([CH3:46])[C@H:34]([CH2:35][C:36]=1OS(C(F)(F)F)(=O)=O)[CH2:33][CH2:32]2)=[O:29].CCOC(C)=O>C1COCC1.[Cl-].[Cl-].[Zn+2].C1C=CC([P]([Pd]([P](C2C=CC=CC=2)(C2C=CC=CC=2)C2C=CC=CC=2)([P](C2C=CC=CC=2)(C2C=CC=CC=2)C2C=CC=CC=2)[P](C2C=CC=CC=2)(C2C=CC=CC=2)C2C=CC=CC=2)(C2C=CC=CC=2)C2C=CC=CC=2)=CC=1>[CH3:26][O:27][C:28]([C:30]1[C@@H:31]2[N:45]([CH3:46])[C@H:34]([CH2:35][C:36]=1[C:2]1[CH:20]=[CH:19][C:5]([O:6][CH2:7][CH2:8][O:9][C:10]3[C:15]([Cl:16])=[CH:14][C:13]([CH3:17])=[CH:12][C:11]=3[Cl:18])=[CH:4][CH:3]=1)[CH2:33][CH2:32]2)=[O:29] |f:5.6.7,^1:64,66,85,104|. Procedure: 1-[2-(4-Bromo-phenoxy)-ethoxy]-2,6-dichloro-4-methyl-benzene (10.5 g, 28.0 mmol) was dissolved in THF (90 mL), and the sol. was cooled to −78° C. BuLi (1.6M in hexane, 18.2 mL, 29.1 mmol) was added, and the sol. was stirred at −78° C. for 1 h. ZnCl2 (1M in THF, 30.8 mL, 30.8 mmol) was added, and the mixture was allowed to warm to rt. A sol. of (rac.)-(1R*,5S*)-8-methyl-3-trifluoromethanesulfonyloxy-8-aza-bicyclo[3.2.1]oct-2-ene-2-carboxylic acid methyl ester (WO 2004/096799; 4.60 g, 14.0 mmol) i... The reactants are COc1cc2c(cc1OC)CC(=O)N(CCCCl)C=C2, CC(=O)O. The product is COc1cc2c(cc1OC)CC(=O)N(CCCCl)CC2. Reaction SMILES: [CH3:1][O:2][c:3]1[cH:4][c:5]2[c:6]([cH:17][c:18]1[O:19][CH3:20])[CH2:7][C:8](=[O:16])[N:9]([CH2:12][CH2:13][CH2:14][Cl:15])[CH:10]=[CH:11]2.[CH3:21][C:22](=[O:23])[OH:24]>>[CH3:1][O:2][c:3]1[cH:4][c:5]2[c:6]([cH:17][c:18]1[O:19][CH3:20])[CH2:7][C:8](=[O:16])[N:9]([CH2:12][CH2:13][CH2:14][Cl:15])[CH2:10][CH2:11]2. Product: ClC=1C(=C(C=CC1)NC1=NC=NC2=CC(=C(C=C12)C(C)N[C@@H]1C(NCC1)=O)OC)F ((3S)-3-[(1-{4-[(3-chloro-2-fluorophenyl)amino]-7-methoxyquinazolin-6-yl}ethyl)amino]pyrrolidin-2-one). As a reaction SMILES: Cl.Cl[CH:3]([C:5]1[CH:6]=[C:7]2[C:12](=[CH:13][C:14]=1[O:15][CH3:16])[N:11]=[CH:10][N:9]=[C:8]2[NH:17][C:18]1[CH:23]=[CH:22][CH:21]=[C:20]([Cl:24])[C:19]=1[F:25])[CH3:4].[NH2:26][C@H:27]1[CH2:31][CH2:30][NH:29][C:28]1=[O:32].N[C@@H](CCN)C(O)=O>>[Cl:24][C:20]1[C:19]([F:25])=[C:18]([NH:17][C:8]2[C:7]3[C:12](=[CH:13][C:14]([O:15][CH3:16])=[C:5]([CH:3]([NH:26][C@H:27]4[CH2:31][CH2:30][NH:29][C:28]4=[O:32])[CH3:4])[CH:6]=3)[N:11]=[CH:10][N:9]=2)[CH:23]=[CH:22][CH:21]=1 |f:0.1|. Reactants: Cl.ClC(C)C=1C=C2C(=NC=NC2=CC1OC)NC1=C(C(=CC=C1)Cl)F (6-(1-Chloroethyl)-N-(3-chloro-2-fluorophenyl)-7-methoxyquinazolin-4-amine hydrochloride), N[C@@H]1C(NCC1)=O ((3S)-3-aminopyrrolidin-2-one), N[C@H](C(=O)O)CCN ((2S)-2,4-diaminobutanoic acid). Reported procedure: 6-(1-Chloroethyl)-N-(3-chloro-2-fluorophenyl)-7-methoxyquinazolin-4-amine hydrochloride (Described in Example 91) was coupled with (3S)-3-aminopyrrolidin-2-one (prepared from (2S)-2,4-diaminobutanoic acid according to the method in Synthesis 1978, 614) using an analogous method to that described for the equivalent step in Example 62 to give (3S)-3-[(1-{4-[(3-chloro-2-fluorophenyl)amino]-7-methoxyquinazolin-6-yl}ethyl)amino]pyrrolidin-2-one as a 1:1 mixture of diastereoisomers; 1H NMR Spectrum: (...